From a dataset of the Open Reaction Database (ORD), a public repository of structured organic reaction records. describe an organic reaction: reactants, conditions, products, and yield The reactants are COc1ccnc(Br)c1, CCCC[Sn](Cl)(CCCC)CCCC, C1CCOC1, CC(C)[Mg+], [Cl-], [Cl-], [Li+]. The product is CCCC[Sn](CCCC)(CCCC)c1cc(OC)ccn1. Reaction SMILES: [Br:1][c:2]1[n:3][cH:4][cH:5][c:6]([O:8][CH3:9])[cH:7]1.[CH2:17]([CH2:18][CH2:19][CH3:20])[Sn:21]([CH2:22][CH2:23][CH2:24][CH3:25])([CH2:26][CH2:27][CH2:28][CH3:29])[Cl:30].[CH2:31]1[O:32][CH2:33][CH2:34][CH2:35]1.[CH:13]([Mg+:14])([CH3:15])[CH3:16].[Cl-:10].[Cl-:12].[Li+:11]>>[c:2]1([Sn:21]([CH2:17][CH2:18][CH2:19][CH3:20])([CH2:22][CH2:23][CH2:24][CH3:25])[CH2:26][CH2:27][CH2:28][CH3:29])[n:3][cH:4][cH:5][c:6]([O:8][CH3:9])[cH:7]1. The reactants are C(C)OC(CNC(=O)C1=CC2=C(N(C(=N2)C(F)(F)F)C2=NC=C(N=C2)NC(C2=C(C=CC=C2F)F)=O)C=C1)OCC (1-[5-(2,6-difluoro-benzoylamino)-pyrazin-2-yl]-2-trifluoromethyl-1H-benzoimidazole-5-carboxylic acid (2,2-diethoxy-ethyl)-amide), O=P12OP3(=O)OP(=O)(O1)OP(=O)(O2)O3 (P2O5). Solvent: ice water, CS(=O)(=O)O (CH3SO3H). Conditions: temperature 130 celsius, time 3 hour. The product is FC1=C(C(=O)NC2=NC=C(N=C2)N2C(=NC3=C2C=CC(=C3)C=3OC=CN3)C(F)(F)F)C(=CC=C1)F (2,6-Difluoro-N-[5-(5-oxazol-2-yl-2-trifluoromethyl-benzoimidazol-1-yl)-pyrazin-2-yl]-benzamide). As a reaction SMILES: C(O[CH:4](OCC)[CH2:5][NH:6][C:7]([C:9]1[CH:38]=[CH:37][C:12]2[N:13]([C:20]3[CH:25]=[N:24][C:23]([NH:26][C:27](=[O:36])[C:28]4[C:33]([F:34])=[CH:32][CH:31]=[CH:30][C:29]=4[F:35])=[CH:22][N:21]=3)[C:14]([C:16]([F:19])([F:18])[F:17])=[N:15][C:11]=2[CH:10]=1)=[O:8])C.O=P12OP3(OP(OP(O3)(O1)=O)(=O)O2)=O>CS(O)(=O)=O>[F:34][C:33]1[CH:32]=[CH:31][CH:30]=[C:29]([F:35])[C:28]=1[C:27]([NH:26][C:23]1[CH:22]=[N:21][C:20]([N:13]2[C:12]3[CH:37]=[CH:38][C:9]([C:7]4[O:8][CH:4]=[CH:5][N:6]=4)=[CH:10][C:11]=3[N:15]=[C:14]2[C:16]([F:19])([F:18])[F:17])=[CH:25][N:24]=1)=[O:36]. Procedure: Into a 50 mL roundbottom flask, was placed a solution of 1-[5-(2,6-difluoro-benzoylamino)-pyrazin-2-yl]-2-trifluoromethyl-1H-benzoimidazole-5-carboxylic acid (2,2-diethoxy-ethyl)-amide (xiv) (50 mg, 0.09 mmol, 1.00 equiv) in CH3SO3H (3 g). To the mixture was added P2O5 (80 mg, 0.56 mmol, 5.00 equiv). The resulting solution was allowed to stir at 130° C. for 3 h, then was diluted with ice water and extracted three times with 150 mL of EtOAc. The organic layers were combined and dried over Na2SO4.... Reaction SMILES: C[O:2][C:3](=[O:26])[C:4](=[O:25])[C:5]1[CH:10]=[CH:9][C:8]([O:11][CH2:12][CH2:13][O:14][CH:15]2[CH2:24][CH2:23][C:22]3[C:17](=[CH:18][CH:19]=[CH:20][CH:21]=3)[CH2:16]2)=[CH:7][CH:6]=1.[OH-].[Na+]>CO.O1CCCC1.O>[O:25]=[C:4]([C:5]1[CH:6]=[CH:7][C:8]([O:11][CH2:12][CH2:13][O:14][CH:15]2[CH2:24][CH2:23][C:22]3[C:17](=[CH:18][CH:19]=[CH:20][CH:21]=3)[CH2:16]2)=[CH:9][CH:10]=1)[C:3]([OH:26])=[O:2] |f:1.2|. The solvent is O (water), CO (methanol), O1CCCC1 (tetrahydrofuran). The reactants are COC(C(C1=CC=C(C=C1)OCCOC1CC2=CC=CC=C2CC1)=O)=O (rac.-alpha-oxo-4-[[2-(1,2,3,4-tetrahydro-2-naphthalenyloxy)ethyl]oxy]benzeneacetic acid methyl ester), [OH-].[Na+] (sodium hydroxide). Procedure: A mixture of rac.-alpha-oxo-4-[[2-(1,2,3,4-tetrahydro-2-naphthalenyloxy)ethyl]oxy]benzeneacetic acid methyl ester (0.69 g) in hot methanol (10 mL) plus enough tetrahydrofuran to dissolve the solids, was treated with 1N sodium hydroxide (4 mL) and diluted with water. The organic solvent was removed under vacuum and the residue was mixed with water, acidified with excess hydrochloric acid, and extracted with dichloromethane. The organic layer was dried (Na2SO4), filtered, and evaporated to give cr... Yields the product O=C(C(=O)O)C1=CC=C(C=C1)OCCOC1CC2=CC=CC=C2CC1 (rac.-alpha-oxo-4-[[2-(1,2,3,4-tetrahydro-2-naphthalenyloxy)ethyl]oxy]benzeneacetic acid). Isolated yield 86.8%. The reactants are FC1=C(C(=CC=C1O)F)C(=O)N (2,6-difluoro-3-hydroxybenzenecarboxamide), FC(C=1C=CC2=C(C=C(S2)CO)C1)(F)F ([5-(trifluoromethyl)-1-benzothiophen-2-yl]methanol). The product is FC1=C(C(=CC=C1OCC=1SC2=C(C1)C=C(C=C2)C(F)(F)F)F)C(=O)N (2,6-Difluoro-3-[5-(trifluoromethyl)-1-benzothiophen-2-yl]methoxybenzenecarboxamide). Isolated yield 3.0%. As a reaction SMILES: [F:1][C:2]1[C:7]([OH:8])=[CH:6][CH:5]=[C:4]([F:9])[C:3]=1[C:10]([NH2:12])=[O:11].[F:13][C:14]([F:27])([F:26])[C:15]1[CH:16]=[CH:17][C:18]2[S:22][C:21]([CH2:23]O)=[CH:20][C:19]=2[CH:25]=1>>[F:1][C:2]1[C:7]([O:8][CH2:23][C:21]2[S:22][C:18]3[CH:17]=[CH:16][C:15]([C:14]([F:26])([F:13])[F:27])=[CH:25][C:19]=3[CH:20]=2)=[CH:6][CH:5]=[C:4]([F:9])[C:3]=1[C:10]([NH2:12])=[O:11]. Procedure details: Synthesised from 2,6-difluoro-3-hydroxybenzenecarboxamide and [5-(trifluoromethyl)-1-benzothiophen-2-yl]methanol according to Method C, scheme 3. Yield 3%, mp 150-152° C., HPLC-MS (method 1): m/z 386 [M−H]−, Rt=4.39 min. The reactants are Cc1ccc(C(=O)O)cc1I, Nc1cccc(-c2ccccn2)c1, [Na+], [Na+], O=C([O-])[O-], O=S(Cl)Cl. The product is Cc1ccc(C(=O)Nc2cccc(-c3ccccn3)c2)cc1I. As a reaction SMILES: [I:1][c:2]1[cH:3][c:4]([C:5](=[O:6])[OH:7])[cH:8][cH:9][c:10]1[CH3:11].[NH2:12][c:13]1[cH:14][c:15](-[c:19]2[n:20][cH:21][cH:22][cH:23][cH:24]2)[cH:16][cH:17][cH:18]1.[Na+:25].[Na+:26].[O-:27][C:28](=[O:29])[O-:30].[S:31]([Cl:32])([Cl:33])=[O:34]>>[I:1][c:2]1[cH:3][c:4]([C:5](=[O:7])[NH:12][c:13]2[cH:14][c:15](-[c:19]3[n:20][cH:21][cH:22][cH:23][cH:24]3)[cH:16][cH:17][cH:18]2)[cH:8][cH:9][c:10]1[CH3:11]. The reactants are C(C)O (ethanol), C(CCCCCCC\C=C/CCCCCCCC)(=O)OCC(O)CO (glycerol monooleate). The solvent is O (water), OCC(O)CO (glycerin). The product is final solution, C(C)O.O.OCC(O)CO.C(CCCCCCC\C=C/CCCCCCCC)(=O)OCC(O)CO (ethanol water glycerin glycerol monooleate). Reaction SMILES: [CH2:1]([OH:3])[CH3:2].[C:4]([O:23][CH2:24][CH:25]([CH2:27][OH:28])[OH:26])(=[O:22])[CH2:5][CH2:6][CH2:7][CH2:8][CH2:9][CH2:10][CH2:11]/[CH:12]=[CH:13]\[CH2:14][CH2:15][CH2:16][CH2:17][CH2:18][CH2:19][CH2:20][CH3:21]>O.OCC(CO)O>[CH2:1]([OH:3])[CH3:2].[OH2:22].[OH:23][CH2:24][CH:25]([CH2:27][OH:28])[OH:26].[C:4]([O:23][CH2:24][CH:25]([CH2:27][OH:28])[OH:26])(=[O:22])[CH2:5][CH2:6][CH2:7][CH2:8][CH2:9][CH2:10][CH2:11]/[CH:12]=[CH:13]\[CH2:14][CH2:15][CH2:16][CH2:17][CH2:18][CH2:19][CH2:20][CH3:21] |f:4.5.6.7|. Procedure details: 95% ethanol (USP) was diluted with water (USP), glycerin (USP), and glycerol monooleate (Eastman Chemical, Kingsport N.Y.) to provide a final solution at ethanol/water/glycerin/glycerol monooleate percent ratios of 35/59/5/1, respectively. Oxybutynin free base was then dissolved into the above solution to a concentration of 10 mg/gram. The resultant solution was then gelled with 1% hydroxypropyl cellulose (Aqualon, Wilmington, Del.) to provide a final oxybutynin gel. One to two grams of the abov...